Dataset: the Open Reaction Database (ORD), a public repository of structured organic reaction records. Task: describe an organic reaction: reactants, conditions, products, and yield The reactants are CS(C)=O, Fc1cccc(F)n1, [H-], [Na+], COc1cc(C#N)ccc1O. Product: COc1cc(C#N)ccc1Oc1cccc(F)n1. RXN SMILES: [CH3:22][S:23]([CH3:24])=[O:25].[F:14][c:15]1[n:16][c:17]([F:21])[cH:18][cH:19][cH:20]1.[H-:12].[Na+:13].[OH:1][c:2]1[c:3]([O:10][CH3:11])[cH:4][c:5]([C:6]#[N:7])[cH:8][cH:9]1>>[O:1]([c:2]1[c:3]([O:10][CH3:11])[cH:4][c:5]([C:6]#[N:7])[cH:8][cH:9]1)[c:17]1[n:16][c:15]([F:14])[cH:20][cH:19][cH:18]1.